This data is from the Open Reaction Database (ORD), a public repository of structured organic reaction records. The task is: describe an organic reaction: reactants, conditions, products, and yield The reactants are solution, C(C)(C)[Mg]Cl (isopropyl magnesium chloride), O1CCCC1 (tetrahydrofuran), ClC=1C(=NC=CC1)N1N=C(C=C1)C(F)(F)F (1-(3-chloro-2-pyridyl)-3-trifloromethyl-1H-pyrazole), O1CCCC1 (tetrahydrofuran). Run at temperature -5 celsius. Product: ClC=1C(=NC=CC1)N1N=C(C=C1C(=O)Cl)C(F)(F)F (2-(3-Chloropyridin-2-yl)-5-trifluoromethyl-2H-pyrazole-3-carbonyl chloride). Isolated yield 84.6%. RXN SMILES: [Cl:1][C:2]1[C:3]([N:8]2[CH:12]=[CH:11][C:10]([C:13]([F:16])([F:15])[F:14])=[N:9]2)=[N:4][CH:5]=[CH:6][CH:7]=1.C([Mg][Cl:21])(C)C.[O:22]1[CH2:26]CCC1>>[Cl:1][C:2]1[C:3]([N:8]2[C:12]([C:26]([Cl:21])=[O:22])=[CH:11][C:10]([C:13]([F:16])([F:14])[F:15])=[N:9]2)=[N:4][CH:5]=[CH:6][CH:7]=1. Procedure details: In a reaction vessel equipped with a thermometer, septum, nitrogen inlet and stirring bar, 500 mg (2.02 mmol) of 1-(3-chloro-2-pyridyl)-3-trifloromethyl-1H-pyrazole were dissolved in 3 ml of dry tetrahydrofuran. By means of a syringe, 2.0 ml of a 2 M solution of isopropyl magnesium chloride in tetrahydrofuran were added dropwise with stirring, while cooling the vessel with an ice bath and keeping the internal temperature at about 20° C. The ice bath was removed and the mixture was stirred for fu... Starting materials: C(C1=CC=CC=C1)OC1=CC=C(C=C1)N1C(N(C=2C1=NC=C(C2)Cl)C(C)C)=O (3-[4-(benzyloxy)phenyl]-6-chloro-1-(1-methylethyl)-1,3-dihydro-2H-imidazo[4,5-b]pyridin-2-one). The reagents and catalysts are [Pd] (Pd—C). Solvent: CCOC(=O)C (EtOAc). Conditions: time 1 hour. Yields the product ClC=1C=C2C(=NC1)N(C(N2C(C)C)=O)C2=CC=C(C=C2)O (6-chloro-3-(4-hydroxyphenyl)-1-(1-methylethyl)-1,3-dihydro-2H-imidazo[4,5-b]pyridin-2-one). Isolated yield 43.2%. RXN SMILES: C([O:8][C:9]1[CH:14]=[CH:13][C:12]([N:15]2[C:19]3=[N:20][CH:21]=[C:22]([Cl:24])[CH:23]=[C:18]3[N:17]([CH:25]([CH3:27])[CH3:26])[C:16]2=[O:28])=[CH:11][CH:10]=1)C1C=CC=CC=1>CCOC(C)=O.[Pd]>[Cl:24][C:22]1[CH:23]=[C:18]2[N:17]([CH:25]([CH3:27])[CH3:26])[C:16](=[O:28])[N:15]([C:12]3[CH:13]=[CH:14][C:9]([OH:8])=[CH:10][CH:11]=3)[C:19]2=[N:20][CH:21]=1. Reported procedure: A mixture of 3-[4-(benzyloxy)phenyl]-6-chloro-1-(1-methylethyl)-1,3-dihydro-2H-imidazo[4,5-b]pyridin-2-one (600 mg) and 10% Pd—C (162 mg) in EtOAc (50 mL) was hydrogenated under balloon pressure at room temperature for 1 h. The catalyst was removed by filtration and the filtrate was concentrated in vacuo. The residue was purified by column chromatography (silica gel, eluted with 0%-50% EtOAc in hexane) to give 6-chloro-3-(4-hydroxyphenyl)-1-(1-methylethyl)-1,3-dihydro-2H-imidazo[4,5-b]pyridin-2-...